From a dataset of the Open Reaction Database (ORD), a public repository of structured organic reaction records. describe an organic reaction: reactants, conditions, products, and yield Starting materials: O=C(Cl)Oc1ccc([N+](=O)[O-])cc1, ClCCl, COC(=O)c1ccc(N)c(Cl)c1, c1ccncc1. Yields the product COC(=O)c1ccc(NC(=O)Oc2ccc([N+](=O)[O-])cc2)c(Cl)c1. Reaction SMILES: [Cl:1][C:2](=[O:3])[O:4][c:5]1[cH:6][cH:7][c:8]([N+:11](=[O:12])[O-:13])[cH:9][cH:10]1.[Cl:32][CH2:33][Cl:34].[NH2:20][c:21]1[c:22]([Cl:31])[cH:23][c:24]([C:25](=[O:26])[O:27][CH3:28])[cH:29][cH:30]1.[cH:14]1[cH:15][cH:16][n:17][cH:18][cH:19]1>>[C:2](=[O:3])([O:4][c:5]1[cH:6][cH:7][c:8]([N+:11](=[O:12])[O-:13])[cH:9][cH:10]1)[NH:20][c:21]1[c:22]([Cl:31])[cH:23][c:24]([C:25](=[O:26])[O:27][CH3:28])[cH:29][cH:30]1. The reactants are [Cl-].[NH4+] (ammonium chloride), ClC1=C(C(=NC=2N1C=CN2)C)C2=C(C=CC=C2F)Cl (5-chloro-6-(2-chloro-6-fluorophenyl)-7-methylimidazo[1,2-a]pyrimidine), CC1CCNCC1 (4-methylpiperidine). Solvent: C(Cl)(Cl)Cl (chloroform). Reaction conditions: time 1 hour. Yields the product CC1CCN(CC1)C1=C(C(=NC=2N1C=CN2)C)C2=C(C=CC=C2F)Cl (5-(4-methylpiperidin-1-yl)-6-(2-chloro-6-fluorophenyl)-7-methylimidazo[1,2-a]pyrimidine). Yield: 62.5%. As a reaction SMILES: Cl[C:2]1[N:7]2[CH:8]=[CH:9][N:10]=[C:6]2[N:5]=[C:4]([CH3:11])[C:3]=1[C:12]1[C:17]([F:18])=[CH:16][CH:15]=[CH:14][C:13]=1[Cl:19].[CH3:20][CH:21]1[CH2:26][CH2:25][NH:24][CH2:23][CH2:22]1.[Cl-].[NH4+]>C(Cl)(Cl)Cl>[CH3:20][CH:21]1[CH2:26][CH2:25][N:24]([C:2]2[N:7]3[CH:8]=[CH:9][N:10]=[C:6]3[N:5]=[C:4]([CH3:11])[C:3]=2[C:12]2[C:17]([F:18])=[CH:16][CH:15]=[CH:14][C:13]=2[Cl:19])[CH2:23][CH2:22]1 |f:2.3|. Procedure details: At room temperature, 45 mg (0.16 mmol) of 5-chloro-6-(2-chloro-6-fluorophenyl)-7-methylimidazo[1,2-a]pyrimidine and 63 mg (0.64 mmol) of 4-methylpiperidine were mixed. After one hour, chloroform and aqueous saturated ammonium chloride solution were added to the reaction mixture. The separated organic layer was washed with saturated brine, dried over sodium sulfate and concentrated. The residue was subjected to silica gel chromatography to give 35 mg (0.10 mmol, 61%) of 5-(4-methylpiperidin-1-yl)... Conditions: temperature 40 celsius. Procedure details: Potassium ethyl malonate (10.2 g, 60 mmol), MgCl2(6.3 g, 66 mmol), and triethylamnine (28 ml, 200 mmol) were suspended in dry ethyl acetate (200 ml) and heated to 40° C. for 15 hr. A solution of 2-fluoro-5-trifluoromethylbenzoyl chloride (10 g, 44.1 mmol) in ethyl acetate (40 ml) was dropped in slowly (in about one hour). After another hour, the mixture was treated with 2N HCl (200 ml). The organic layer was washed with 0.5 N HCl 2×, 5% K2CO3 2×, brine 2×, and dried over Na2SO4. Evaporation of t... The solvent is C(C)(=O)OCC (ethyl acetate), C(C)(=O)OCC (ethyl acetate). As a reaction SMILES: [C:1]([O:7][CH2:8][CH3:9])(=[O:6])[CH2:2][C:3]([O-:5])=O.[K+].[Mg+2].[Cl-].[Cl-].[F:14][C:15]1[CH:23]=[CH:22][C:21]([C:24]([F:27])([F:26])[F:25])=[CH:20][C:16]=1C(Cl)=O.Cl>C(OCC)(=O)C>[F:14][C:15]1[CH:16]=[CH:20][C:21]([C:24]([F:25])([F:26])[F:27])=[CH:22][C:23]=1[C:3](=[O:5])[CH2:2][C:1]([O:7][CH2:8][CH3:9])=[O:6] |f:0.1,2.3.4|. The product is FC1=C(C=C(C=C1)C(F)(F)F)C(CC(=O)OCC)=O (ethyl 3-[2-fluoro-5-(trifluoromethyl)phenyl]-3-oxopropanoate). Starting materials: C(CC(=O)[O-])(=O)OCC.[K+] (Potassium ethyl malonate), FC1=C(C(=O)Cl)C=C(C=C1)C(F)(F)F (2-fluoro-5-trifluoromethylbenzoyl chloride), Cl (HCl), [Mg+2].[Cl-].[Cl-] (MgCl2). The reactants are FC(C(C(F)(F)F)(NC(C1=CC=CC=C1)=O)C1=CC=C(C=C1)F)(F)F (N-[1,1,1,3,3,3-hexafluoro-(4-fluorophenyl)propyl] benzamide). Run in S(O)(O)(=O)=O.O (sulfuric acid water), O (water). Reaction conditions: temperature 110 celsius. The product is FC(C(C(F)(F)F)(C1=CC=C(C=C1)F)N)(F)F (1,1,1,3,3,3-Hexafluoro-(4'-fluorophenyl)propyl amine). Isolated yield 106272.4%. RXN SMILES: [F:1][C:2]([F:25])([F:24])[C:3]([C:17]1[CH:22]=[CH:21][C:20]([F:23])=[CH:19][CH:18]=1)([NH:8]C(=O)C1C=CC=CC=1)[C:4]([F:7])([F:6])[F:5]>S(=O)(=O)(O)O.O.O>[F:7][C:4]([F:5])([F:6])[C:3]([NH2:8])([C:17]1[CH:18]=[CH:19][C:20]([F:23])=[CH:21][CH:22]=1)[C:2]([F:25])([F:24])[F:1] |f:1.2|. Reported procedure: The benzamide (0.866 mg) was suspended in a mixture of 98% sulfuric acid/water (10:1, v/v, 11 mL) and heated to reflux (110° C.) for 6 hours. After diluting with water (15 mL), the solution was extracted thoroughly with diethylether (5×20 mL). The organic extracts were washed with 1N aqueous sodium hydrogen carbonate, with saturated aqueous sodium chloride and dried over sodium sulphate. The crude obtained after evaporating the solvent was purified by flash chromatography on silica gel (eluant: ...